From a dataset of the Open Reaction Database (ORD), a public repository of structured organic reaction records. describe an organic reaction: reactants, conditions, products, and yield Starting materials: COCCN (2-methoxyethylamine), C([O-])([O-])=O.[K+].[K+] (potassium carbonate), BrCCCC#N (4-bromobutyronitrile). Run in C(C)(=O)OCC (ethyl acetate). Yields the product COCCNCCCC#N (4-[(2-Methoxyethyl)amino]butyronitrile). As a reaction SMILES: [CH3:1][O:2][CH2:3][CH2:4][NH2:5].C(=O)([O-])[O-].[K+].[K+].Br[CH2:13][CH2:14][CH2:15][C:16]#[N:17]>C(OCC)(=O)C>[CH3:1][O:2][CH2:3][CH2:4][NH:5][CH2:13][CH2:14][CH2:15][C:16]#[N:17] |f:1.2.3|. Procedure details: To a stirred mixture of 2-methoxyethylamine (20.3 g, 270 mmol) and potassium carbonate (11.2 g, 81.1 mmol) was added 4-bromobutyronitrile (10.0 g, 67.6 mmol) over 20 minutes. This mixture was heated at reflux temperature for 1 h, mixed with ethyl acetate (100 mL) and filtered. The filtrate was concentrated and distilled at 109°-115° C. (0.1 mmHg) to give a clear liquid (9.78 g, quantitative). The reactants are ClC1=CC=C2C(C(C3=C(OC4(CCNCC4)CS3)C2=C1)=O)=O (9-chlorospiro[naphtho[1,2-b][1,4]oxathiine-2,4′-piperidine]-5,6-dione), C(C1=CC=CC=C1)[C@@H]1OC1 ((2S)-2-benzyloxirane). The product is ClC1=CC=C2C(C(C3=C(OC4(CCN(CC4)C[C@H](CC4=CC=CC=C4)O)CS3)C2=C1)=O)=O (9-chloro-1′-[(2S)-2-hydroxy-3-phenylpropyl]spiro[naphtho[1,2-b][1,4]oxathiine-2,4′-piperidine]-5,6-dione). RXN SMILES: [Cl:1][C:2]1[CH:20]=[C:19]2[C:5]([C:6](=[O:22])[C:7](=[O:21])[C:8]3[S:18][CH2:17][C:11]4([CH2:16][CH2:15][NH:14][CH2:13][CH2:12]4)[O:10][C:9]=32)=[CH:4][CH:3]=1.[CH2:23]([C@H:30]1[CH2:32][O:31]1)[C:24]1[CH:29]=[CH:28][CH:27]=[CH:26][CH:25]=1>>[Cl:1][C:2]1[CH:20]=[C:19]2[C:5]([C:6](=[O:22])[C:7](=[O:21])[C:8]3[S:18][CH2:17][C:11]4([CH2:16][CH2:15][N:14]([CH2:32][C@@H:30]([OH:31])[CH2:23][C:24]5[CH:29]=[CH:28][CH:27]=[CH:26][CH:25]=5)[CH2:13][CH2:12]4)[O:10][C:9]=32)=[CH:4][CH:3]=1. Procedure details: Compound 193 was synthesized using 9-chlorospiro[naphtho[1,2-b][1,4]oxathiine-2,4′-piperidine]-5,6-dione, (2S)-2-benzyloxirane and conditions outlined in procedure Y. M.p.=92-96° C., 400 MHz 1H NMR (CDCl3) δ: 7.99-7.97 (d, J=8.21 Hz, 1H), 7.667-7.662 (d, J=1.95 Hz, 1H), 7.46-7.43 (dd, J=1.56, 7.82 Hz, 1H), 7.33-7.23 (m, 5H), 4.01-3.94 (m, 1H), 3.33 (br s, 1H), 2.93-2.82 (m, 4H), 2.74-2.70 (m, 3H), 2.51-2.41 (m, 3H), 2.14-2.10 (d, J=13.7 Hz, 2H), 1.94-1.80 (m, 2H); LCMS: 470 [M+H]. Starting materials: [N+](=O)([O-])C1=CC=C(C=C1)OC(\C=C\C=C(C1=CC(=CC=C1)OC)C1=CC(=CC=C1)OC)=O ((E)-5,5-bis(3-methoxyphenyl)-2,4-pentadienoic acid 4-nitrophenyl ester), N1=CC(=CC=C1)CCCCN (3-pyridinebutanamine). Solvent: O1CCCC1 (tetrahydrofuran). Product: COC=1C=C(C=CC1)C(=C/C=C/C(=O)NCCCCC=1C=NC=CC1)C1=CC(=CC=C1)OC ((E)-5,5-bis (3-methoxyphenyl)-N-[4-(3-pyridinyl)butyl]-2,4-pentadienamide). Yield: 89.2%. RXN SMILES: [N+](C1C=CC([O:10][C:11](=O)/[CH:12]=[CH:13]/[CH:14]=[C:15]([C:24]2[CH:29]=[CH:28][CH:27]=[C:26]([O:30][CH3:31])[CH:25]=2)[C:16]2[CH:21]=[CH:20][CH:19]=[C:18]([O:22][CH3:23])[CH:17]=2)=CC=1)([O-])=O.[N:33]1[CH:38]=[CH:37][CH:36]=[C:35]([CH2:39][CH2:40][CH2:41][CH2:42][NH2:43])[CH:34]=1>O1CCCC1>[CH3:23][O:22][C:18]1[CH:17]=[C:16]([C:15]([C:24]2[CH:29]=[CH:28][CH:27]=[C:26]([O:30][CH3:31])[CH:25]=2)=[CH:14]/[CH:13]=[CH:12]/[C:11]([NH:43][CH2:42][CH2:41][CH2:40][CH2:39][C:35]2[CH:34]=[N:33][CH:38]=[CH:37][CH:36]=2)=[O:10])[CH:21]=[CH:20][CH:19]=1. Reported procedure: As in Example 134, a solution of (E)-5,5-bis(3-methoxyphenyl)-2,4-pentadienoic acid 4-nitrophenyl ester (32.36 g) and 3-pyridinebutanamine (11.4 g) in tetrahydrofuran (120 mL) Was stirred for 18 hours at room temperature and was worked up in the usual manner. The crude material was purified by HPLC (ethyl acetate) and then triturated with ether-hexane to furnish 29.6 g of (E)-5,5-bis (3-methoxyphenyl)-N-[4-(3-pyridinyl)butyl]-2,4-pentadienamide mp 84°-86° C. Crystallization of the product from e... The reactants are C(C)(C)[Mg]Cl (isopropyl magnesium chloride), BrC=1C=NC=CC1Cl (3-bromo-4-chloropyridine), C1(CCC1)=O (cyclobutanone). The solvent is C1CCOC1 (THF), C1CCOC1 (THF). Run at temperature -15 celsius, time 1 hour. Yields the product ClC1=C(C=NC=C1)C1(CCC1)O (1-(4-Chloro-pyridin-3-yl)-cyclobutanol). The yield is 87.1%. Reaction SMILES: Br[C:2]1[CH:3]=[N:4][CH:5]=[CH:6][C:7]=1[Cl:8].C([Mg]Cl)(C)C.[C:14]1(=[O:18])[CH2:17][CH2:16][CH2:15]1>C1COCC1>[Cl:8][C:7]1[CH:6]=[CH:5][N:4]=[CH:3][C:2]=1[C:14]1([OH:18])[CH2:17][CH2:16][CH2:15]1. Reported procedure: To a solution of 3-bromo-4-chloropyridine (CAN 36953-42-1, 1 g, 5.2 mmol) in dry THF (25.0 ml) cooled down to −15° C. under an argon atmosphere was added isopropyl magnesium chloride, lithium chloride complex 1.3M solution in THF (4.2 ml, 5.46 mmol) and the reaction mixture was stirred at −15° C. for 1 hour. To the reaction mixture at −15° C. was slowly added cyclobutanone (CAN 1191-95-3, 401 mg, 428 μl, 5.72 mmol) and the reaction was stirred at −15° C. for 2 hours. The reaction was then let to... Starting materials: BrC=1C=C2C=CN=CC2=CC1 (6-bromoisoquinoline), C(\C=C\C)(=O)OCC (ethyl crotonate), C(CCC)N(CCCC)CCCC (tributylamine), C1(=C(C=CC=C1)P(C1=C(C=CC=C1)C)C1=C(C=CC=C1)C)C (tri-(o-tolyl)phosphine). Reagents/catalysts: C(C)(=O)[O-].[Pd+2].C(C)(=O)[O-] (palladium (II) acetate). The solvent is CN(C=O)C (dimethylformamide). Run at temperature 140 celsius, time 3.5 hour. Product: C(C)OC(C=C(C)C=1C=C2C=CN=CC2=CC1)=O (3-(Isoquinolin-6-yl)-but-2-enoic acid ethyl ester). RXN SMILES: Br[C:2]1[CH:3]=[C:4]2[C:9](=[CH:10][CH:11]=1)[CH:8]=[N:7][CH:6]=[CH:5]2.[C:12]([O:17][CH2:18][CH3:19])(=[O:16])/[CH:13]=[CH:14]/[CH3:15].C1(C)C=CC=CC=1P(C1C=CC=CC=1C)C1C=CC=CC=1C.C(N(CCCC)CCCC)CCC>CN(C)C=O.C([O-])(=O)C.[Pd+2].C([O-])(=O)C>[CH2:18]([O:17][C:12](=[O:16])[CH:13]=[C:14]([C:2]1[CH:3]=[C:4]2[C:9](=[CH:10][CH:11]=1)[CH:8]=[N:7][CH:6]=[CH:5]2)[CH3:15])[CH3:19] |f:5.6.7|. Reported procedure: A stirred solution of 6-bromoisoquinoline (1.75 g) in dry dimethylformamide (15 mL), under argon, was treated with ethyl crotonate (1.7 mL) then with palladium (II) acetate (0.14 g), then with tri-(o-tolyl)phosphine (0.3 g) and then with tributylamine (8 mL). The suspension was stirred, under argon, at 140° C. for 3.5 hours, then stood at room temperature for 3 days and then evaporated. The residual dark oil was treated with ethyl acetate (50 mL) and the resulting solution was washed with water ... Reactants: NC1=CC=C(C(=N1)OC)C(CCC1CCNCC1)=O (1-(6-Amino-2-methoxy-3-pyridinyl)-3-(4-piperidinyl)-1-propanone), ICCCC (1-iodobutane), C([O-])([O-])=O.[K+].[K+] (potassium carbonate). The solvent is O1CCCC1 (tetrahydrofuran), C(C)(=O)OCC (ethyl acetate). The product is NC1=CC=C(C(=N1)OC)C(CCC1CCN(CC1)CCCC)=O (1-(6-Amino-2-methoxy-3-pyridinyl)-3-(1-butyl-4-piperidinyl)-1-propanone). Isolated yield 50.4%. RXN SMILES: [NH2:1][C:2]1[N:7]=[C:6]([O:8][CH3:9])[C:5]([C:10](=[O:19])[CH2:11][CH2:12][CH:13]2[CH2:18][CH2:17][NH:16][CH2:15][CH2:14]2)=[CH:4][CH:3]=1.I[CH2:21][CH2:22][CH2:23][CH3:24].C(=O)([O-])[O-].[K+].[K+]>O1CCCC1.C(OCC)(=O)C>[NH2:1][C:2]1[N:7]=[C:6]([O:8][CH3:9])[C:5]([C:10](=[O:19])[CH2:11][CH2:12][CH:13]2[CH2:18][CH2:17][N:16]([CH2:21][CH2:22][CH2:23][CH3:24])[CH2:15][CH2:14]2)=[CH:4][CH:3]=1 |f:2.3.4|. Procedure details: A mixture of 1-(6-amino-2-methoxy-3-pyridinyl)-3-(4-piperidinyl)-1-propanone (step 1, 175 mg, 0.665 mmol), 1-iodobutane (0.083 ml, 0.732 mmol) and potassium carbonate (184 mg, 1.33 mmol) in tetrahydrofuran (5 ml) was refluxed for 6 h. After cooling to room temperature, the mixture was diluted with ethyl acetate (50 ml), washed with water (5 ml) and brine (10 ml) and dried over potassium carbonate. Removal of solvent gave the pale yellow oil, which was chromatographed on a column of silica gel el... Starting materials: ClC=1C=C(C=C(C1)Cl)NCC(=O)N1CC(C(CC1)C)NC=1C2=C(N=CN1)N(C=C2)S(=O)(=O)C2=CC=C(C)C=C2 (2-(3,5-dichlorophenylamino)-1-(4-methyl-3-(7-tosyl-7H-pyrrolo[2,3-d]pyrimidin-4-ylamino)piperidin-1-yl)ethanone), O (H2O), C(=O)([O-])[O-].[K+].[K+] (K2CO3). Solvent: CO (MeOH), CCOC(=O)C (EtOAc). Run at temperature 60 celsius. Yields the product N1=CN=C(C2=C1NC=C2)NC2CN(CCC2C)C(CNC2=CC(=CC(=C2)Cl)Cl)=O (1-(3-(7H-pyrrolo[2,3-d]pyrimidin-4-ylamino)-4-methylpiperidin-1-yl)-2-(3,5-dichlorophenylamino)ethanone). The yield is 27.1%. Reaction SMILES: [Cl:1][C:2]1[CH:3]=[C:4]([NH:9][CH2:10][C:11]([N:13]2[CH2:18][CH2:17][CH:16]([CH3:19])[CH:15]([NH:20][C:21]3[C:22]4[CH:29]=[CH:28][N:27](S(C5C=CC(C)=CC=5)(=O)=O)[C:23]=4[N:24]=[CH:25][N:26]=3)[CH2:14]2)=[O:12])[CH:5]=[C:6]([Cl:8])[CH:7]=1.O.C([O-])([O-])=O.[K+].[K+]>CO.CCOC(C)=O>[N:24]1[C:23]2[NH:27][CH:28]=[CH:29][C:22]=2[C:21]([NH:20][CH:15]2[CH:16]([CH3:19])[CH2:17][CH2:18][N:13]([C:11](=[O:12])[CH2:10][NH:9][C:4]3[CH:5]=[C:6]([Cl:8])[CH:7]=[C:2]([Cl:1])[CH:3]=3)[CH2:14]2)=[N:26][CH:25]=1 |f:2.3.4|. Reported procedure: To a solution of 2-(3,5-dichlorophenylamino)-1-(4-methyl-3-(7-tosyl-7H-pyrrolo[2,3-d]pyrimidin-4-ylamino)piperidin-1-yl)ethanone (100 mg, 0.17 mmol) in MeOH:H2O (4:1 mL) was added K2CO3 (94 mg, 0.68 mmol) and the reaction mixture was heated to 60° C. for 1 h. The reaction mixture was concentrated in vacuo and the residue obtained was diluted in EtOAc (50 mL). The EtOAc suspension was filtered through celite, the filtrate was dried over Na2SO4, and concentrated in vacuo to give a residue that was... Starting materials: COC(=O)C=CCN(CC(=O)O)S(=O)(=O)c1ccc2cc(Cl)ccc2c1, CC(C)(C)OC(=O)NN, CC#N, On1nnc2ccccc21. Product: COC(=O)C=CCN(CC(=O)NNC(=O)OC(C)(C)C)S(=O)(=O)c1ccc2cc(Cl)ccc2c1. As a reaction SMILES: [C:1](=[O:2])([OH:3])[CH2:4][N:5]([CH2:6][CH:7]=[CH:8][C:9](=[O:10])[O:11][CH3:12])[S:13](=[O:14])(=[O:15])[c:16]1[cH:17][c:18]2[cH:19][cH:20][c:21]([Cl:26])[cH:22][c:23]2[cH:24][cH:25]1.[C:27]([NH:28][NH2:29])(=[O:30])[O:31][C:32]([CH3:33])([CH3:34])[CH3:35].[CH3:46][C:47]#[N:48].[OH:36][n:37]1[c:38]2[c:39]([cH:40][cH:41][cH:42][cH:43]2)[n:44][n:45]1>>[C:1](=[O:2])([CH2:4][N:5]([CH2:6][CH:7]=[CH:8][C:9](=[O:10])[O:11][CH3:12])[S:13](=[O:14])(=[O:15])[c:16]1[cH:17][c:18]2[cH:19][cH:20][c:21]([Cl:26])[cH:22][c:23]2[cH:24][cH:25]1)[NH:29][NH:28][C:27](=[O:30])[O:31][C:32]([CH3:33])([CH3:34])[CH3:35].